This data is from the Open Reaction Database (ORD), a public repository of structured organic reaction records. The task is: describe an organic reaction: reactants, conditions, products, and yield Starting materials: C=C1CC(=O)O1 (Diketene), N1(CCCCC1)CCO (2-piperidinoethanol). Run in C(C)N(CC)CC (triethylamine). The product is N1(CCCCC1)CCO.C(CC(=O)C)(=O)[O-] (2-Piperidinoethanol acetoacetate). RXN SMILES: [CH2:1]=[C:2]1[O:6][C:4](=[O:5])[CH2:3]1.[N:7]1([CH2:13][CH2:14][OH:15])[CH2:12][CH2:11][CH2:10][CH2:9][CH2:8]1>C(N(CC)CC)C>[N:7]1([CH2:13][CH2:14][OH:15])[CH2:12][CH2:11][CH2:10][CH2:9][CH2:8]1.[C:4]([O-:5])(=[O:15])[CH2:3][C:2]([CH3:1])=[O:6] |f:3.4|. Reported procedure: Diketene (8.1 ml) was added dropwise to 2-piperidinoethanol (9.36 ml) and triethylamine (0.05 ml) under stirring, so as to keep the temperature at 60°-70° C. (exothermic reaction). When the addition was over, the mixture was stirred at 80° for 40'. 12.4 g of the product were obtained by vacuum (2 mmHg) distillation. The NMR spectrum was in agreement. The reactants are NCCCN(C)C1=NC=CC=C1 (2-[N-(3-aminopropyl)-N-methylamino]pyridine), [N+](=O)([O-])NC1=NC=C(C(N1)=O)CC=1C=NC(=CC1)C (2-nitroamino-5-(6-methylpyrid-3-ylmethyl)pyrimid-4-one), N1=CC=CC=C1 (pyridine). Yields the product C(CC)N(C1=NC=CC=C1)CCCNC1=NC=C(C(N1)=O)CC=1C=NC(=CC1)C (2-[3-(N-propyl-N-pyrid-2-ylamino) propylamino)-5-(6-methylpyrid-3-ylmethyl)pyrimid-4-one). Reaction SMILES: [NH2:1][CH2:2][CH2:3][CH2:4][N:5]([C:7]1[CH:12]=[CH:11][CH:10]=[CH:9][N:8]=1)[CH3:6].[N+](N[C:17]1[NH:22][C:21](=[O:23])[C:20]([CH2:24][C:25]2[CH:26]=[N:27][C:28]([CH3:31])=[CH:29][CH:30]=2)=[CH:19][N:18]=1)([O-])=O.N1C=CC=[CH:34][CH:33]=1>>[CH2:6]([N:5]([CH2:4][CH2:3][CH2:2][NH:1][C:17]1[NH:22][C:21](=[O:23])[C:20]([CH2:24][C:25]2[CH:26]=[N:27][C:28]([CH3:31])=[CH:29][CH:30]=2)=[CH:19][N:18]=1)[C:7]1[CH:12]=[CH:11][CH:10]=[CH:9][N:8]=1)[CH2:33][CH3:34]. Procedure: 2-[N-(3-aminopropyl)-N-methylamino]pyridine (1.33 g) and 2-nitroamino-5-(6-methylpyrid-3-ylmethyl)pyrimid-4-one (1.5 g) were heated together under reflux in pyridine (10 ml) for 24 hr. The mixture was stripped and the residue triturated with wet ether. Recrystallisation three times from ethanol/water gave 2-[3-(N-propyl-N-pyrid-2-ylamino) propylamino)-5-(6-methylpyrid-3-ylmethyl)pyrimid-4-one 0.9H2O, 1.45 g (62%) mp 83°-90° C. (softens). Starting materials: B(C1CCCCC1)C1CCCCC1 (Cy2BH), FC(C1=CC=C(C=O)C=C1)(F)F (p-trifluoromethylbenzaldehyde), CC(C#C)(C)C (3,3-dimethyl-1-butyne), [Zn](CC)CC (Et2Zn). Yields the product CC(C=C[C@H](O)C1=CC=C(C=C1)C(F)(F)F)(C)C ((S)-4,4-Dimethyl-1-(4-trifluoromethyl-phenyl)-pent-2-en-1-ol). The yield is 89.0%. As a reaction SMILES: B(C1CCCCC1)C1CCCCC1.[CH3:14][C:15]([CH3:19])([CH3:18])[C:16]#[CH:17].[Zn](CC)CC.[F:25][C:26]([F:36])([F:35])[C:27]1[CH:34]=[CH:33][C:30]([CH:31]=[O:32])=[CH:29][CH:28]=1>>[CH3:14][C:15]([CH3:19])([CH3:18])[CH:16]=[CH:17][C@@H:31]([C:30]1[CH:29]=[CH:28][C:27]([C:26]([F:25])([F:35])[F:36])=[CH:34][CH:33]=1)[OH:32]. Procedure: The product was prepared by General procedure S using 98 mg (0.55 mmol) Cy2BH, 68 μL (0.55 mmol) 3,3-dimethyl-1-butyne, 0.55 mL (1.1 mmol, 2.0 M in hexanes) Et2Zn, 4.8 mg (0.02 mmol) (−)-MIB, and 68 μL (0.50 mmol) p-trifluoromethylbenzaldehyde. The crude product was purified by column chromatography (5% ethyl acetate in hexanes) to afford the title compound as a white solid in 89% yield (115 mg, 0.45 mmol). m.p.: 30-32° C.; [α]D20=−10.0 (c=0.27, CHCl3, 95% ee); 1H NMR (CDCl3, 500 MHz): δ 0.98 (s... Starting materials: [OH-].[K+] (potassium hydroxide), ClC1=CC=C(CCl)C=C1 (4-chloro-benzyl chloride), C1(=CC=CC=C1)C1=CC=C(C=C1)O (4-Phenylphenol), C1(OCCO1)=O (ethylene carbonate). The reagents and catalysts are [Br-].C(CCC)[N+](CCCC)(CCCC)CCCC (tetrabutylammonium bromide). The solvent is C1(=CC=CC=C1)C (toluene), O (Water). Conditions: temperature 110 celsius, time 5 hour. Yields the product ClC1=CC=C(COCCOC2=CC=C(C=C2)C2=CC=CC=C2)C=C1 (1-(4-Chlorobenzyloxy)-2-(4-phenylphenoxy)ethane). Reaction SMILES: [C:1]1([C:7]2[CH:12]=[CH:11][C:10]([OH:13])=[CH:9][CH:8]=2)[CH:6]=[CH:5][CH:4]=[CH:3][CH:2]=1.C1(=O)O[CH2:17][CH2:16][O:15]1.[OH-].[K+].[Cl:22][C:23]1[CH:30]=[CH:29][C:26]([CH2:27]Cl)=[CH:25][CH:24]=1>[Br-].C([N+](CCCC)(CCCC)CCCC)CCC.O.C1(C)C=CC=CC=1>[Cl:22][C:23]1[CH:30]=[CH:29][C:26]([CH2:27][O:15][CH2:16][CH2:17][O:13][C:10]2[CH:9]=[CH:8][C:7]([C:1]3[CH:2]=[CH:3][CH:4]=[CH:5][CH:6]=3)=[CH:12][CH:11]=2)=[CH:25][CH:24]=1 |f:2.3,5.6|. Reported procedure: 4-Phenylphenol (34.0 g, 0.2 mole), ethylene carbonate (20.0 g, 0.227 mole) and tetrabutylammonium bromide (6.5 g, 0.02 mole) were heated to 155° C. with stirring in a three-necked, round-bottom flask equipped with a mechanical stirrer and a reflux condenser. After 5 hours, the reaction mixture was cooled to 110° C., most of the lower boiling materials were removed under reduced pressure. Finely powdered potassium hydroxide (17.0 g, 0.3 mole) was added and the reaction mixture was stirred for 5 m... The reactants are CCN(C(C)C)C(C)C, O=[N+]([O-])c1ncc(Br)nc1-c1ccc(Cl)cc1Cl, N#Cc1ccc(NCCN)nc1, CN(C)C=O. Product: N#Cc1ccc(NCCNc2cnc([N+](=O)[O-])c(-c3ccc(Cl)cc3Cl)n2)nc1. RXN SMILES: [CH:31]([N:32]([CH:33]([CH3:34])[CH3:35])[CH2:36][CH3:37])([CH3:38])[CH3:39].[Cl:1][c:2]1[c:3](-[c:9]2[c:10]([N+:16](=[O:17])[O-:18])[n:11][cH:12][c:13]([Br:15])[n:14]2)[cH:4][cH:5][c:6]([Cl:8])[cH:7]1.[NH2:19][CH2:20][CH2:21][NH:22][c:23]1[cH:24][cH:25][c:26]([C:29]#[N:30])[cH:27][n:28]1.[O:40]=[CH:41][N:42]([CH3:43])[CH3:44]>>[Cl:1][c:2]1[c:3](-[c:9]2[c:10]([N+:16](=[O:17])[O-:18])[n:11][cH:12][c:13]([NH:19][CH2:20][CH2:21][NH:22][c:23]3[cH:24][cH:25][c:26]([C:29]#[N:30])[cH:27][n:28]3)[n:14]2)[cH:4][cH:5][c:6]([Cl:8])[cH:7]1. Reaction SMILES: [NH2:1][C:2]1[CH:14]=[CH:13][C:5]([CH:6]=[CH:7][C:8]([O:10][CH2:11][CH3:12])=[O:9])=[CH:4][CH:3]=1.[CH3:15][Si:16]([CH3:44])([CH3:43])[C:17]1[CH:18]=[C:19]([CH:36]=[C:37]([Si:39]([CH3:42])([CH3:41])[CH3:40])[CH:38]=1)[C:20](NC1N=CC(/C=C/C(OCC)=O)=CC=1)=[O:21]>>[CH3:40][Si:39]([CH3:42])([CH3:41])[C:37]1[CH:36]=[C:19]([CH:18]=[C:17]([Si:16]([CH3:44])([CH3:43])[CH3:15])[CH:38]=1)[C:20]([NH:1][C:2]1[CH:3]=[CH:4][C:5]([CH:6]=[CH:7][C:8]([O:10][CH2:11][CH3:12])=[O:9])=[CH:13][CH:14]=1)=[O:21]. Reactants: C[Si](C=1C=C(C(=O)NC2=CC=C(C=N2)/C=C/C(=O)OCC)C=C(C1)[Si](C)(C)C)(C)C ((E)-Ethyl 3-[6-[[3,5-bis(trimethylsilyl)benzoyl]amino]-pyridin-3-yl]acrylate), NC1=CC=C(C=CC(=O)OCC)C=C1 (ethyl 4-aminocinnamate). Procedure: Using BTMB (10.0 g) and ethyl 4-aminocinnamate (8.62 g), Compound 3a (10.3 g, 62%) was obtained as a yellow solid in the same manner as Compound 1b was obtained. Yield: 62.0%. The product is C[Si](C=1C=C(C(=O)NC2=CC=C(C=CC(=O)OCC)C=C2)C=C(C1)[Si](C)(C)C)(C)C (Ethyl 4-[[3,5-bis(trimethylsilyl)benzoyl]amino]cinnamate). Starting materials: N12CC(C(CC1)CC2)NC(=O)C=2OC(=CC2)C2=CC=C(C=C2)N (5-(4-amino-phenyl)-furan-2-carboxylic acid(1-aza-bicyclo[2.2.2]oct-3-yl)-amide), C(C1=CC=CC=C1)(=O)Cl (benzoyl chloride). Solvent: ClCCl (dichloromethane). Conditions: time 3 hour. Product: Cl.N12CC(C(CC1)CC2)NC(=O)C=2OC(=CC2)C2=CC=C(C=C2)NC(C2=CC=CC=C2)=O ((±)5-(4-Benzoylamino-phenyl)-furan-2-carboxylic acid(1-aza-bicyclo[2.2.2]oct-3-yl)-amide hydrochloric acid salt). As a reaction SMILES: [N:1]12[CH2:8][CH2:7][CH:4]([CH2:5][CH2:6]1)[CH:3]([NH:9][C:10]([C:12]1[O:13][C:14]([C:17]3[CH:22]=[CH:21][C:20]([NH2:23])=[CH:19][CH:18]=3)=[CH:15][CH:16]=1)=[O:11])[CH2:2]2.[C:24]([Cl:32])(=[O:31])[C:25]1[CH:30]=[CH:29][CH:28]=[CH:27][CH:26]=1>ClCCl>[ClH:32].[N:1]12[CH2:6][CH2:5][CH:4]([CH2:7][CH2:8]1)[CH:3]([NH:9][C:10]([C:12]1[O:13][C:14]([C:17]3[CH:18]=[CH:19][C:20]([NH:23][C:24](=[O:31])[C:25]4[CH:30]=[CH:29][CH:28]=[CH:27][CH:26]=4)=[CH:21][CH:22]=3)=[CH:15][CH:16]=1)=[O:11])[CH2:2]2 |f:3.4|. Reported procedure: A mixture of 5-(4-amino-phenyl)-furan-2-carboxylic acid(1-aza-bicyclo[2.2.2]oct-3-yl)-amide (0.155 g, 0.5 mmol), dichloromethane (25 ml) and benzoyl chloride (0.117 ml, 1.0 mmol) was stirred for 3 hours at room temperature. The crude mixture was filtered. The product was precipitated from the filtrate by adding diethyl ether (5 ml) as hydrochloric acid salt. Yield 56 mg (25%). M.p. 215° C. Reactants: [Br-], C#C[Mg+], O=Cc1ccc(C(F)F)o1, [Na+], C1CCOC1, O=P([O-])(O)O. The product is C#CC(O)c1ccc(C(F)F)o1. As a reaction SMILES: [Br-:1].[C:2](#[CH:3])[Mg+:4].[F:5][CH:6]([c:7]1[cH:8][cH:9][c:10]([CH:12]=[O:13])[o:11]1)[F:14].[Na+:15].[O:21]1[CH2:22][CH2:23][CH2:24][CH2:25]1.[OH:16][P:17](=[O:18])([O-:19])[OH:20]>>[C:2](#[CH:3])[CH:12]([c:10]1[cH:9][cH:8][c:7]([CH:6]([F:5])[F:14])[o:11]1)[OH:13]. Starting materials: CC(=O)c1cc(Br)cc2nc(-c3ccc(I)cc3)oc12, Cc1ccc(S(=O)(=O)O)cc1, CCOC(C)=O, OCCO, c1ccccc1. The product is CC1(c2cc(Br)cc3nc(-c4ccc(I)cc4)oc23)OCCO1. As a reaction SMILES: [Br:1][c:2]1[cH:3][c:4]([C:18]([CH3:19])=[O:20])[c:5]2[c:6]([n:7][c:8](-[c:10]3[cH:11][cH:12][c:13]([I:16])[cH:14][cH:15]3)[o:9]2)[cH:17]1.[CH3:25][c:26]1[cH:27][cH:28][c:29]([S:30]([OH:31])(=[O:32])=[O:33])[cH:34][cH:35]1.[CH3:42][CH2:43][O:44][C:45]([CH3:46])=[O:47].[OH:21][CH2:22][CH2:23][OH:24].[cH:36]1[cH:37][cH:38][cH:39][cH:40][cH:41]1>>[Br:1][c:2]1[cH:3][c:4]([C:18]2([CH3:19])[O:20][CH2:23][CH2:22][O:21]2)[c:5]2[c:6]([n:7][c:8](-[c:10]3[cH:11][cH:12][c:13]([I:16])[cH:14][cH:15]3)[o:9]2)[cH:17]1. Starting materials: C(N)(O[C@@H](C(=O)N)C(C1=CNC2=CC=CC=C12)C(C)(C)C)=O ((R)-tert-butyl-1-amino-3-(1H-indol-3-yl)-1-oxopropan-2-yl carbamate), C(O)([O-])=O.[Na+] (sodium hydrogencarbonate), P12(=S)SP3(=S)SP(=S)(S1)SP(=S)(S2)S3 (diphosphorus pentasulphide). Solvent: C(OC)COC (dimethoxyethane). Reaction conditions: time 8 hour. Yields the product C(N)(O[C@@H](C(=S)N)C(C1=CNC2=CC=CC=C12)C(C)(C)C)=O ((R)-tert-butyl-1-amino-3-(1H-Indol-3-yl)-1-thioxopropan-2-yl carbamate). Reaction SMILES: [C:1](=[O:22])([O:3][C@H:4]([CH:8]([C:18]([CH3:21])([CH3:20])[CH3:19])[C:9]1[C:17]2[C:12](=[CH:13][CH:14]=[CH:15][CH:16]=2)[NH:11][CH:10]=1)[C:5]([NH2:7])=O)[NH2:2].C(=O)([O-])O.[Na+].P12(SP3(SP(SP(S3)(S1)=S)(=S)S2)=S)=[S:29]>C(COC)OC>[C:1](=[O:22])([O:3][C@H:4]([CH:8]([C:18]([CH3:21])([CH3:20])[CH3:19])[C:9]1[C:17]2[C:12](=[CH:13][CH:14]=[CH:15][CH:16]=2)[NH:11][CH:10]=1)[C:5]([NH2:7])=[S:29])[NH2:2] |f:1.2|. Reported procedure: A solution of (R)-tert-butyl-1-amino-3-(1H-indol-3-yl)-1-oxopropan-2-yl carbamate (6.80 g, 22.4 mmol) in anhydrous dimethoxyethane (100 mL) was mixed in portions with sodium hydrogencarbonate (7.14 g, 85.1 mmol) and diphosphorus pentasulphide (10.2 g, 44.8 mmol) and stirred overnight at room temperature. The reaction mixture was concentrated to low volume in a vacuum, the residue taken up in ethyl acetate (100 mL) and washed with water and saturated sodium hydrogencarbonate solution (3×50 mL eac...